From a dataset of the Open Reaction Database (ORD), a public repository of structured organic reaction records. describe an organic reaction: reactants, conditions, products, and yield Starting materials: OC(c1ccc(Br)cc1)(C(F)(F)F)C(F)(F)F, Cc1ccccc1, CC1CN(S(=O)(=O)c2ccccc2)CCN1, CC(C)(C)[O-], CC(C)Oc1cccc(OC(C)C)c1-c1ccccc1P(C1CCCCC1)C1CCCCC1, Cl, [Na+], O=C(C=Cc1ccccc1)C=Cc1ccccc1, O=C(C=Cc1ccccc1)C=Cc1ccccc1, O=C(C=Cc1ccccc1)C=Cc1ccccc1, O, [Pd], [Pd]. Product: CC1CN(S(=O)(=O)c2ccccc2)CCN1c1ccc(C(O)(C(F)(F)F)C(F)(F)F)cc1. RXN SMILES: [Br:1][c:2]1[cH:3][cH:4][c:5]([C:8]([C:9]([F:10])([F:11])[F:12])([C:13]([F:14])([F:15])[F:16])[OH:17])[cH:6][cH:7]1.[CH3:131][c:132]1[cH:133][cH:134][cH:135][cH:136][cH:137]1.[CH3:19][CH:20]1[NH:21][CH2:22][CH2:23][N:24]([S:26](=[O:27])(=[O:28])[c:29]2[cH:30][cH:31][cH:32][cH:33][cH:34]2)[CH2:25]1.[CH3:35][C:36]([CH3:37])([O-:38])[CH3:39].[CH:41]1([P:42]([CH:43]2[CH2:44][CH2:45][CH2:46][CH2:47][CH2:48]2)[c:49]2[cH:50][cH:51][cH:52][cH:53][c:54]2-[c:55]2[c:56]([O:57][CH:58]([CH3:59])[CH3:60])[cH:61][cH:62][cH:63][c:64]2[O:65][CH:66]([CH3:67])[CH3:68])[CH2:69][CH2:70][CH2:71][CH2:72][CH2:73]1.[ClH:18].[Na+:40].[O:113]=[C:114]([CH:115]=[CH:116][c:117]1[cH:118][cH:119][cH:120][cH:121][cH:122]1)[CH:123]=[CH:124][c:125]1[cH:126][cH:127][cH:128][cH:129][cH:130]1.[O:77]=[C:78]([CH:79]=[CH:80][c:81]1[cH:82][cH:83][cH:84][cH:85][cH:86]1)[CH:87]=[CH:88][c:89]1[cH:90][cH:91][cH:92][cH:93][cH:94]1.[O:95]=[C:96]([CH:97]=[CH:98][c:99]1[cH:100][cH:101][cH:102][cH:103][cH:104]1)[CH:105]=[CH:106][c:107]1[cH:108][cH:109][cH:110][cH:111][cH:112]1.[OH2:74].[Pd:75].[Pd:76]>>[c:2]1([N:21]2[CH:20]([CH3:19])[CH2:25][N:24]([S:26](=[O:27])(=[O:28])[c:29]3[cH:30][cH:31][cH:32][cH:33][cH:34]3)[CH2:23][CH2:22]2)[cH:3][cH:4][c:5]([C:8]([C:9]([F:10])([F:11])[F:12])([C:13]([F:14])([F:15])[F:16])[OH:17])[cH:6][cH:7]1. The reactants are CC(=O)O (HOAc), C(#N)C1=CC(=C(C=C1NC1=CC(=NS1)C)N[C@@H](C(=O)N)C1CC1)F ((R)-2-(4-cyano-2-fluoro-5-(3-methylisothiazol-5-ylamino)phenylamino)-2-cyclopropylacetamide), [OH-].[Na+] (NaOH), OO (H2O2). The solvent is CCO (EtOH), CS(=O)C (DMSO). Conditions: time 20 minute. The product is NC([C@@H](C1CC1)NC1=CC(=C(C(=O)N)C=C1F)NC1=CC(=NS1)C)=O ((R)-4-(2-amino-1-cyclopropyl-2-oxoethylamino)-5-fluoro-2-(3-methylisothiazol-5-ylamino)benzamide). As a reaction SMILES: [C:1]([C:3]1[C:8]([NH:9][C:10]2[S:14][N:13]=[C:12]([CH3:15])[CH:11]=2)=[CH:7][C:6]([NH:16][C@H:17]([CH:21]2[CH2:23][CH2:22]2)[C:18]([NH2:20])=[O:19])=[C:5]([F:24])[CH:4]=1)#[N:2].[OH-].[Na+].OO.CC(O)=[O:31]>CCO.CS(C)=O>[NH2:20][C:18](=[O:19])[C@H:17]([NH:16][C:6]1[C:5]([F:24])=[CH:4][C:3]([C:1]([NH2:2])=[O:31])=[C:8]([NH:9][C:10]2[S:14][N:13]=[C:12]([CH3:15])[CH:11]=2)[CH:7]=1)[CH:21]1[CH2:22][CH2:23]1 |f:1.2|. Reported procedure: To a solution of (R)-2-(4-cyano-2-fluoro-5-(3-methylisothiazol-5-ylamino)phenylamino)-2-cyclopropylacetamide (38 mg, 0.110 mmol) in EtOH (1 mL) and DMSO (0.5 mL), aq. 1N NaOH (0.5 mL, 0.50 mmol) and aq. H2O2 (50%, 0.5 mL) were added. The mixture was stirred at room temperature for 20 min. HOAc (0.5 mL) was added. The mixture was purified by HPLC to give the titled compound (18 mg). MS 364.2 (M+H); UV 219.3, 280.5, 302.6 nm. The reactants are CC1(NC(CC(C1)=C(C(=O)OCC)C#N)(C)C)C (Ethyl 2,2,6,6-tetramethyl-4-piperidinylidene-cyanoacetate). Reagents/catalysts: [Pd] (Pd/C). Solvent: C(C)O (ethanol). Yields the product CC1(NC(CC(C1)C(C(=O)OCC)C#N)(C)C)C (ethyl 2-(2,2,6,6-tetramethyl-4-piperidinyl)-cyanoacetate). RXN SMILES: [CH3:1][C:2]1([CH3:18])[CH2:7][C:6](=[C:8]([C:14]#[N:15])[C:9]([O:11][CH2:12][CH3:13])=[O:10])[CH2:5][C:4]([CH3:17])([CH3:16])[NH:3]1>C(O)C.[Pd]>[CH3:18][C:2]1([CH3:1])[CH2:7][CH:6]([CH:8]([C:14]#[N:15])[C:9]([O:11][CH2:12][CH3:13])=[O:10])[CH2:5][C:4]([CH3:17])([CH3:16])[NH:3]1. Procedure: This ester is hydrogenated over Pd/C in ethanol and gives ethyl 2-(2,2,6,6-tetramethyl-4-piperidinyl)-cyanoacetate which has a melting point of 116°-117° C. Starting materials: C1CCOC1, [Li+], COC(=O)C1CCN(c2cc(N)n3ncc(-c4cnc5ccccc5c4)c3n2)C1, [OH-], O. Product: Nc1cc(N2CCC(C(=O)O)C2)nc2c(-c3cnc4ccccc4c3)cnn12. Reaction SMILES: [CH2:30]1[O:31][CH2:32][CH2:33][CH2:34]1.[Li+:36].[NH2:1][c:2]1[cH:3][c:4]([N:21]2[CH2:22][CH:23]([C:26](=[O:27])[O:28][CH3:29])[CH2:24][CH2:25]2)[n:5][c:6]2[n:7]1[n:8][cH:9][c:10]2-[c:11]1[cH:12][n:13][c:14]2[cH:15][cH:16][cH:17][cH:18][c:19]2[cH:20]1.[OH-:35].[OH2:37]>>[NH2:1][c:2]1[cH:3][c:4]([N:21]2[CH2:22][CH:23]([C:26](=[O:27])[OH:28])[CH2:24][CH2:25]2)[n:5][c:6]2[n:7]1[n:8][cH:9][c:10]2-[c:11]1[cH:12][n:13][c:14]2[cH:15][cH:16][cH:17][cH:18][c:19]2[cH:20]1. Starting materials: CC1(OB(OC1(C)C)C1=CC=C(NC2=NS(C3=C2C=CC=C3)(=O)=O)C=C1)C (3-[4-(4,4,5,5-tetramethyl-1,3,2-dioxaborolan-2-yl)anilino]-1H-1λ6-benzo[d]isothiazole-1,1-dione), IC1=NN(C2=NC=NC(=C21)N)[C@@H]2CC[C@H](CC2)N2CCN(CC2)C (trans-3-iodo-1-[4-(4-methylpiperazino)-cyclohexyl]-1H-pyrazolo[3,4-d]pyrimidin-4-amine), tetrakis-(triphenylphosphine)palladium, C([O-])([O-])=O.[Na+].[Na+] (sodium carbonate). Run in COCCOC (ethylene glycol dimethyl ether), O (water). The product is C(C)(=O)O.NC1=C2C(=NC=N1)N(N=C2C2=CC=C(NC1=NS(C3=C1C=CC=C3)(=O)=O)C=C2)[C@@H]2CC[C@H](CC2)N2CCN(CC2)C (trans-3-(4-{4-amino-1-[4-(4-methylpiperazino)cyclohexyl]-1H-pyrazolo[3,4-d]pyrimidin-3-yl}anilino)-1H-1λ6-benzo[d]isothiazole-1,1-dione acetate). The yield is 66.1%. RXN SMILES: C[C:2]1([CH3:27])C(C)(C)OB([C:9]2[CH:26]=[CH:25][C:12]([NH:13][C:14]3[C:18]4[CH:19]=[CH:20][CH:21]=[CH:22][C:17]=4[S:16](=[O:24])(=[O:23])[N:15]=3)=[CH:11][CH:10]=2)[O:3]1.I[C:29]1[C:37]2[C:32](=[N:33][CH:34]=[N:35][C:36]=2[NH2:38])[N:31]([C@H:39]2[CH2:44][CH2:43][C@H:42]([N:45]3[CH2:50][CH2:49][N:48]([CH3:51])[CH2:47][CH2:46]3)[CH2:41][CH2:40]2)[N:30]=1.C(=O)([O-])[O-:53].[Na+].[Na+]>COCCOC.O>[C:2]([OH:53])(=[O:3])[CH3:27].[NH2:38][C:36]1[N:35]=[CH:34][N:33]=[C:32]2[N:31]([C@H:39]3[CH2:44][CH2:43][C@H:42]([N:45]4[CH2:46][CH2:47][N:48]([CH3:51])[CH2:49][CH2:50]4)[CH2:41][CH2:40]3)[N:30]=[C:29]([C:9]3[CH:10]=[CH:11][C:12]([NH:13][C:14]4[C:18]5[CH:19]=[CH:20][CH:21]=[CH:22][C:17]=5[S:16](=[O:23])(=[O:24])[N:15]=4)=[CH:25][CH:26]=3)[C:37]=12 |f:2.3.4,7.8|. Procedure details: A mixture of 3-[4-(4,4,5,5-tetramethyl-1,3,2-dioxaborolan-2-yl)anilino]-1H-1λ6-benzo[d]isothiazole-1,1-dione (0.09 g, 0.000234 mol), trans-3-iodo-1-[4-(4-methylpiperazino)-cyclohexyl]-1H-pyrazolo[3,4-d]pyrimidin-4-amine (0.08 g, 0.00018 mol), tetrakis-(triphenylphosphine)palladium (0.013 g, 0.000011 mol) and sodium carbonate (0.048 g, 0.00045 mol) was heated in a mixture of ethylene glycol dimethyl ether (4 mL) and water (2 mL) at 80° C. for 16 hours under an atmosphere of nitrogen. The mixture ... Reactants: C[P+](C)(C)CC#N, CCC#N, CCN(C(C)C)C(C)C, Cl, [I-], O=C1Nc2cc(CO)cnc2N2CCCC12, c1ccc(N2CCNCC2)cc1. Yields the product O=C1Nc2cc(CN3CCN(c4ccccc4)CC3)cnc2N2CCCC12. Reaction SMILES: [C:15]([CH2:16][P+:17]([CH3:18])([CH3:19])[CH3:20])#[N:21].[C:47](#[N:48])[CH2:49][CH3:50].[CH:38]([N:39]([CH2:40][CH3:41])[CH:42]([CH3:43])[CH3:44])([CH3:45])[CH3:46].[ClH:1].[I-:14].[OH:22][CH2:23][c:24]1[cH:25][c:26]2[c:31]([n:32][cH:33]1)[N:30]1[CH:29]([C:28](=[O:37])[NH:27]2)[CH2:36][CH2:35][CH2:34]1.[c:2]1([N:8]2[CH2:9][CH2:10][NH:11][CH2:12][CH2:13]2)[cH:3][cH:4][cH:5][cH:6][cH:7]1>>[c:2]1([N:8]2[CH2:9][CH2:10][N:11]([CH2:23][c:24]3[cH:25][c:26]4[c:31]([n:32][cH:33]3)[N:30]3[CH:29]([C:28](=[O:37])[NH:27]4)[CH2:36][CH2:35][CH2:34]3)[CH2:12][CH2:13]2)[cH:3][cH:4][cH:5][cH:6][cH:7]1. The reactants are Cl.C(C)N(CCCCCCC)CC(=O)C1=CC=C(C=C1)NS(=O)(=O)C (N-[4-[(ethylheptylamino)acetyl]phenyl]methanesulfonamide monohydrochloride), 6, [H][H] (hydrogen). The reagents and catalysts are [Pd] (palladium-on-carbon). Run in CO (MeOH). Product: C(C)N(CC(O)C1=CC=C(C=C1)NS(=O)(=O)C)CCCCCCC (N-[4-[2-(ethylheptylamino)-1-hydroxyethyl]phenyl]methanesulfonamide). Reaction SMILES: Cl.[CH2:2]([N:4]([CH2:12][C:13]([C:15]1[CH:20]=[CH:19][C:18]([NH:21][S:22]([CH3:25])(=[O:24])=[O:23])=[CH:17][CH:16]=1)=[O:14])[CH2:5][CH2:6][CH2:7][CH2:8][CH2:9][CH2:10][CH3:11])[CH3:3].[H][H]>[Pd].CO>[CH2:2]([N:4]([CH2:5][CH2:6][CH2:7][CH2:8][CH2:9][CH2:10][CH3:11])[CH2:12][CH:13]([C:15]1[CH:20]=[CH:19][C:18]([NH:21][S:22]([CH3:25])(=[O:23])=[O:24])=[CH:17][CH:16]=1)[OH:14])[CH3:3] |f:0.1|. Reported procedure: A solution of N-[4-[(ethylheptylamino)acetyl]phenyl]methanesulfonamide monohydrochloride as prepared in Preparation 6 (4.0 g, 0.0103 mol) and 150 ml of MeOH is reduced in a Parr hydrogenator using 10% palladium-on-carbon (0.3 g) at an initial hydrogen pressure of 50 PSI. After 18 hours the reaction mixture is filtered over Celite and the filtrate is concentrated in vacuo. The residue is mixed with NaHCO3 and extracted well with CH2Cl2. The combined organic extracts are washed with brine, dried (... Reactants: C(C1=CC=CC=C1)N1C(=NC(=C1)CO)C (1-benzyl-4-hydroxymethyl-2-methylimidazole), C(Cl)Cl (methylene chloride), CCCCCC (hexane). Reagents/catalysts: [O-2].[O-2].[Mn+4] (manganese dioxide). The solvent is C(C)OCC (diethyl ether). Yields the product C(C1=CC=CC=C1)N1C(=NC(=C1)C=O)C (1-Benzyl-2-methylimidazole-4-carboxaldehyde). Yield: 81.0%. Reaction SMILES: [CH2:1]([N:8]1[CH:12]=[C:11]([CH2:13][OH:14])[N:10]=[C:9]1[CH3:15])[C:2]1[CH:7]=[CH:6][CH:5]=[CH:4][CH:3]=1.C(Cl)Cl.CCCCCC>C(OCC)C.[O-2].[O-2].[Mn+4]>[CH2:1]([N:8]1[CH:12]=[C:11]([CH:13]=[O:14])[N:10]=[C:9]1[CH3:15])[C:2]1[CH:3]=[CH:4][CH:5]=[CH:6][CH:7]=1 |f:4.5.6|. Procedure: A slurry of 9.0 g (0.446 mole) of 1-benzyl-4-hydroxymethyl-2-methylimidazole, 750 ml of methylene chloride and 50.0 g (0.575 mole) of manganese dioxide was stirred at room temperature for two hours. It was then filtered, the filter cake washed with methylene chloride and the combined filtrate and wash solutions evaporated under reduced pressure to give an oil. The oil was taken up in 100 ml of diethyl ether, 100 ml of hexane added and the solution seeded with a few crystals of the title compound...